This data is from the Open Reaction Database (ORD), a public repository of structured organic reaction records. The task is: describe an organic reaction: reactants, conditions, products, and yield Starting materials: O1C(CCCC1)N1N=C(C2=CC(=CC=C12)C(=C)C(F)(F)F)C1=CN=CC(=N1)O[C@@H]1C2(CC2)CCN(C1)C(=O)OC(C)(C)C ((4R)-tert-butyl 4-(6-(1-(tetrahydro-2H-pyran-2-yl)-5-(3,3,3-trifluoroprop-1-en-2-yl)-1H-indazol-3-yl)pyrazin-2-yloxy)-6-azaspiro[2.5]octane-6-carboxylate). The reagents and catalysts are [Pd] (palladium on carbon). Run in C1CCOC1 (THF). Run at temperature 25 celsius, time 16 hour. The product is O1C(CCCC1)N1N=C(C2=CC(=CC=C12)C(C(F)(F)F)C)C1=CN=CC(=N1)O[C@@H]1C2(CC2)CCN(C1)C(=O)OC(C)(C)C ((4R)-tert-butyl 4-(6-(1-(tetrahydro-2H-pyran-2-yl)-5-(1,1,1-trifluoropropan-2-yl)-1H-indazol-3-yl)pyrazin-2-yloxy)-6-azaspiro[2.5]octane-6-carboxylate). Yield: 99.4%. RXN SMILES: [O:1]1[CH2:6][CH2:5][CH2:4][CH2:3][CH:2]1[N:7]1[C:15]2[C:10](=[CH:11][C:12]([C:16]([C:18]([F:21])([F:20])[F:19])=[CH2:17])=[CH:13][CH:14]=2)[C:9]([C:22]2[N:27]=[C:26]([O:28][C@H:29]3[CH2:36][N:35]([C:37]([O:39][C:40]([CH3:43])([CH3:42])[CH3:41])=[O:38])[CH2:34][CH2:33][C:30]43[CH2:32][CH2:31]4)[CH:25]=[N:24][CH:23]=2)=[N:8]1>[Pd].C1COCC1>[O:1]1[CH2:6][CH2:5][CH2:4][CH2:3][CH:2]1[N:7]1[C:15]2[C:10](=[CH:11][C:12]([CH:16]([CH3:17])[C:18]([F:21])([F:19])[F:20])=[CH:13][CH:14]=2)[C:9]([C:22]2[N:27]=[C:26]([O:28][C@H:29]3[CH2:36][N:35]([C:37]([O:39][C:40]([CH3:41])([CH3:43])[CH3:42])=[O:38])[CH2:34][CH2:33][C:30]43[CH2:32][CH2:31]4)[CH:25]=[N:24][CH:23]=2)=[N:8]1. Procedure: A suspension of (4R)-tert-butyl 4-(6-(1-(tetrahydro-2H-pyran-2-yl)-5-(3,3,3-trifluoroprop-1-en-2-yl)-1H-indazol-3-yl)pyrazin-2-yloxy)-6-azaspiro[2.5]octane-6-carboxylate (100 mg, 0.167 mmol) and palladium on carbon (Aldrich, St. Louis, Mo.; 10% w/w; 17.75 mg, 0.017 mmol) in THF (2.0 mL) was cycled under a H2 atmosphere (1 atm; 3× evacuation/refill cycles) and stirred at 25° C. for 16 h. The mixture was filtered through Celite (washing with THF (3×5 mL) to quantitate the transfer) and the filtrat... Starting materials: N(=[N+]=[N-])C1C(NC2=C(CC1)C=CC=C2)=O (3-azido-2,3,4,5-tetrahydro-1H-[1]benzazepin-2-one), C(C)O (ethanol), CCOCC (ether). Reagents/catalysts: [Ni] (Raney nickel), [Ni] (Raney nickel). The solvent is O (water), 2B. Run at time 30 minute. Yields the product NC1C(NC2=C(CC1)C=CC=C2)=O (3-amino-2,3,4,5-tetrahydro-1H-[1]benzazepin-2-one). RXN SMILES: [N:1]([CH:4]1[CH2:10][CH2:9][C:8]2[CH:11]=[CH:12][CH:13]=[CH:14][C:7]=2[NH:6][C:5]1=[O:15])=[N+]=[N-].C(O)C.CCOCC>[Ni].O>[NH2:1][CH:4]1[CH2:10][CH2:9][C:8]2[CH:11]=[CH:12][CH:13]=[CH:14][C:7]=2[NH:6][C:5]1=[O:15]. Procedure: To a solution of 3-azido-2,3,4,5-tetrahydro-1H-[1]benzazepin-2-one (see Example 1) (27 g) in 2B ethanol (3500 ml) stirring at room temperature under an atmosphere of nitrogen, a suspension of Raney nickel in water (50 ml, washed with 10 volumes of ethanol) was added. The mixture was stirred at room temperature for 2 hours when an additional 30 ml of Raney nickel suspension was added. After stirring for an additional 30 minutes, the catalyst was filtered off and the solvent removed under reduced ... Starting materials: N (ammonia), Br.CN1C[C@H]([C@H](CC1)C1=CC(=C(C=C1)Cl)Cl)COCC ((+)-Cis-1-methyl-3-ethoxymethyl-4-(3,4-dichlorophenyl)-piperidine hydrobromide), ClC(C)OC(=O)Cl (1-chloroethylchloroformate), [OH-].[Na+] (NaOH). Run in CO (MeOH), C(Cl)Cl (methylene chloride). Yields the product C(C)OC[C@@H]1CNCC[C@@H]1C1=CC(=C(C=C1)Cl)Cl ((+)-Cis-3-ethoxymethyl-4-(3,4-dichlorophenyl)-piperidine). RXN SMILES: Br.C[N:3]1[CH2:8][CH2:7][C@H:6]([C:9]2[CH:14]=[CH:13][C:12]([Cl:15])=[C:11]([Cl:16])[CH:10]=2)[C@H:5]([CH2:17][O:18][CH2:19][CH3:20])[CH2:4]1.ClC(OC(Cl)=O)C.[OH-].[Na+].N>CO.C(Cl)Cl>[CH2:19]([O:18][CH2:17][C@H:5]1[C@@H:6]([C:9]2[CH:14]=[CH:13][C:12]([Cl:15])=[C:11]([Cl:16])[CH:10]=2)[CH2:7][CH2:8][NH:3][CH2:4]1)[CH3:20] |f:0.1,3.4|. Procedure details: A mixture of (13) 0.70 g and 1-chloroethylchloroformate (2.5 ml) was stirred at 100° C. for 2 days where after 4 N NaOH (25 ml) was added. The mixture was stirred with reflux overnight. After cooling, the mixture was extracted with toluene. The organic phase was dried and evaporated to give an oil which was subjected to column chromatography (SiO2, methylene chloride, MeOH, ammonia 9:1:1%) to give the product as pale crystals. Mp 68-70° C.